Dataset: the Open Reaction Database (ORD), a public repository of structured organic reaction records. Task: describe an organic reaction: reactants, conditions, products, and yield The reactants are C[Si](C)(C)[N-][Si](C)(C)C.[Na+] (sodium bis(trimethylsilyl)amide), O1CCCC1 (tetrahydrofuran), NC1=C(C=C(C2=C1OCO2)C#CCOCC(=O)N(C)C)Cl (2-{[3-(7-amino-6-chloro-1,3-benzodioxol-4-yl)prop-2-yn-1-yl]oxy}-N,N-dimethylacetamide), ClC1=NC=NC2=CC(=C(C=C12)OC)OC (4-chloro-6,7-dimethoxyquinazoline), resultant mixture. Solvent: CN(C)C=O (DMF), [Cl-].[NH4+] (ammonium chloride). Run at temperature 0 celsius. Product: ClC=1C=C(C2=C(OCO2)C1NC1=NC=NC2=CC(=C(C=C12)OC)OC)C#CCOCC(=O)N(C)C (2-[(3-{6-chloro-7-[(6,7-dimethoxyquinazolin-4-yl)amino]-1,3-benzodioxol-4-yl}prop-2-yn-1-yl)oxy]-N,N-dimethylacetamide). Yield: 34.8%. As a reaction SMILES: C[Si]([N-][Si](C)(C)C)(C)C.[Na+].O1CCCC1.[NH2:16][C:17]1[C:22]2[O:23][CH2:24][O:25][C:21]=2[C:20]([C:26]#[C:27][CH2:28][O:29][CH2:30][C:31]([N:33]([CH3:35])[CH3:34])=[O:32])=[CH:19][C:18]=1[Cl:36].Cl[C:38]1[C:47]2[C:42](=[CH:43][C:44]([O:50][CH3:51])=[C:45]([O:48][CH3:49])[CH:46]=2)[N:41]=[CH:40][N:39]=1>CN(C=O)C.[Cl-].[NH4+]>[Cl:36][C:18]1[CH:19]=[C:20]([C:26]#[C:27][CH2:28][O:29][CH2:30][C:31]([N:33]([CH3:34])[CH3:35])=[O:32])[C:21]2[O:25][CH2:24][O:23][C:22]=2[C:17]=1[NH:16][C:38]1[C:47]2[C:42](=[CH:43][C:44]([O:50][CH3:51])=[C:45]([O:48][CH3:49])[CH:46]=2)[N:41]=[CH:40][N:39]=1 |f:0.1,6.7|. Procedure details: A solution of sodium bis(trimethylsilyl)amide (1.3 ml) in tetrahydrofuran (1.0M, 1.3 mmol) was added over 5 minutes to a stirred mixture of 2-{[3-(7-amino-6-chloro-1,3-benzodioxol-4-yl)prop-2-yn-1-yl]oxy}-N,N-dimethylacetamide (0.200 g) and 4-chloro-6,7-dimethoxyquinazoline (0.132 g) in DMF (5.7 ml) cooled to 0° C. under a nitrogen atmosphere; the resultant mixture was stirred for 1.5 hr at ambient temperature. The reaction mixture was diluted with saturated aqueous ammonium chloride (60 ml) and...